This data is from the Open Reaction Database (ORD), a public repository of structured organic reaction records. The task is: describe an organic reaction: reactants, conditions, products, and yield The reactants are N(=O)[O-].[Na+] (Sodium nitrite), COC(C1=C(C=CC(=C1)C#N)N)=O (2-amino-5-cyanobenzoic acid methyl ester), S(=S)(=O)([O-])[O-].[Na+].[Na+] (sodium thiosulphate), [I-].[K+] (potassium iodide). Solvent: O (water), O (water), S(O)(O)(=O)=O (sulphuric acid), O (water). Yields the product COC(C1=C(C=CC(=C1)C#N)I)=O (2-Iodo-5-cyanobenzoic acid methyl ester). Isolated yield 85.6%. Reaction SMILES: N([O-])=O.[Na+].[CH3:5][O:6][C:7](=[O:17])[C:8]1[CH:13]=[C:12]([C:14]#[N:15])[CH:11]=[CH:10][C:9]=1N.[I-:18].[K+].S([O-])([O-])(=O)=S.[Na+].[Na+]>O.S(=O)(=O)(O)O>[CH3:5][O:6][C:7](=[O:17])[C:8]1[CH:13]=[C:12]([C:14]#[N:15])[CH:11]=[CH:10][C:9]=1[I:18] |f:0.1,3.4,5.6.7|. Procedure: Sodium nitrite (0.8 g, 11.4 mmol) in water (10 ml) was added dropwise over 10 minutes to a stirred solution of 2-amino-5-cyanobenzoic acid methyl ester (2.0 g, 11.4 mmol) in water (30 ml) and conc. sulphuric acid (15 ml) at 0° C. After a fiber 15 minutes at 5° C., a solution of potassium iodide (3.5 g, 21 mmol) in water (30 ml) was quickly added and the mixture allowed to warm to room temperature. 10% Aqueous sodium thiosulphate was added, the mixture extracted with ethyl acetate, the extract dr... The reactants are CCOC(=O)CBr, CC(=O)C=CCCc1ccc(Cl)cc1, [Zn]. The product is CCOC(=O)CC(C)(O)C=CCCc1ccc(Cl)cc1. RXN SMILES: [Br:15][CH2:16][C:17](=[O:18])[O:19][CH2:20][CH3:21].[Cl:1][c:2]1[cH:3][cH:4][c:5]([CH2:8][CH2:9][CH:10]=[CH:11][C:12]([CH3:13])=[O:14])[cH:6][cH:7]1.[Zn:22]>>[Cl:1][c:2]1[cH:3][cH:4][c:5]([CH2:8][CH2:9][CH:10]=[CH:11][C:12]([CH3:13])([OH:14])[CH2:16][C:17](=[O:18])[O:19][CH2:20][CH3:21])[cH:6][cH:7]1. Starting materials: IC=1N=CN(C1)C(C1=CC=CC=C1)(C1=CC=CC=C1)C1=CC=CC=C1 (4-iodo-1-trityl-1H-imidazole), C(C)[Mg]Br (ethylmagnesium bromide), C(C)(C)(C)OC(=O)N[C@@](CC1=CC=CC=C1)(C)C1=NN=C(O1)C=1C=C(C=C(C1)Br)N(S(=O)(=O)C)C (3-(5-((R)-2-tert-butoxycarbonylamino-1-phenylpropan-2-yl)-1,3,4-oxadiazol-2-yl)-5-bromo-N-methyl-N-(methylsulfonyl)benzenamine). The reagents and catalysts are [Cl-].[Zn+2].[Cl-] (zinc chloride), C=1C=CC(=CC1)[P](C=2C=CC=CC2)(C=3C=CC=CC3)[Pd]([P](C=4C=CC=CC4)(C=5C=CC=CC5)C=6C=CC=CC6)([P](C=7C=CC=CC7)(C=8C=CC=CC8)C=9C=CC=CC9)[P](C=1C=CC=CC1)(C=1C=CC=CC1)C=1C=CC=CC1 (tetrakis(triphenylphosphine)palladium(0)). Reaction conditions: time 0.5 hour. The product is C(C)(C)(C)OC(=O)N[C@@](CC1=CC=CC=C1)(C)C1=NN=C(O1)C=1C=C(C=C(C1)C=1N=CN(C1)C(C1=CC=CC=C1)(C1=CC=CC=C1)C1=CC=CC=C1)N(S(=O)(=O)C)C (3-(5-((R)-2-tert-butoxycarbonylamino-1-phenylpropan-2-yl)-1,3,4-oxadiazol-2-yl)-N-methyl-N-(methylsulfonyl)-5-(1-trityl-1H-imidazol-4-yl)benzenamine). RXN SMILES: I[C:2]1[N:3]=[CH:4][N:5]([C:7]([C:20]2[CH:25]=[CH:24][CH:23]=[CH:22][CH:21]=2)([C:14]2[CH:19]=[CH:18][CH:17]=[CH:16][CH:15]=2)[C:8]2[CH:13]=[CH:12][CH:11]=[CH:10][CH:9]=2)[CH:6]=1.C([Mg]Br)C.[C:30]([O:34][C:35]([NH:37][C@:38]([C:47]1[O:51][C:50]([C:52]2[CH:53]=[C:54]([N:59]([CH3:64])[S:60]([CH3:63])(=[O:62])=[O:61])[CH:55]=[C:56](Br)[CH:57]=2)=[N:49][N:48]=1)([CH3:46])[CH2:39][C:40]1[CH:45]=[CH:44][CH:43]=[CH:42][CH:41]=1)=[O:36])([CH3:33])([CH3:32])[CH3:31]>[Cl-].[Zn+2].[Cl-].C1C=CC([P]([Pd]([P](C2C=CC=CC=2)(C2C=CC=CC=2)C2C=CC=CC=2)([P](C2C=CC=CC=2)(C2C=CC=CC=2)C2C=CC=CC=2)[P](C2C=CC=CC=2)(C2C=CC=CC=2)C2C=CC=CC=2)(C2C=CC=CC=2)C2C=CC=CC=2)=CC=1>[C:30]([O:34][C:35]([NH:37][C@:38]([C:47]1[O:51][C:50]([C:52]2[CH:53]=[C:54]([N:59]([CH3:64])[S:60]([CH3:63])(=[O:62])=[O:61])[CH:55]=[C:56]([C:2]3[N:3]=[CH:4][N:5]([C:7]([C:8]4[CH:13]=[CH:12][CH:11]=[CH:10][CH:9]=4)([C:20]4[CH:21]=[CH:22][CH:23]=[CH:24][CH:25]=4)[C:14]4[CH:15]=[CH:16][CH:17]=[CH:18][CH:19]=4)[CH:6]=3)[CH:57]=2)=[N:49][N:48]=1)([CH3:46])[CH2:39][C:40]1[CH:45]=[CH:44][CH:43]=[CH:42][CH:41]=1)=[O:36])([CH3:33])([CH3:32])[CH3:31] |f:3.4.5,^1:71,73,92,111|. Procedure: To a solution of 4-iodo-1-trityl-1H-imidazole (Preparation described in Jetter, M. C., Boyd, R. E., Reitz, A. B. Org. Prep. Proced. Int. 1996, 28(6), 709-710; 87 mg, 0.20 mmol) in 2 mL TF was added ethylmagnesium bromide (1.0 M solution in THF, 0.24 mL, 0.24 mmol) dropwise. The reaction was stirred at rt for 0.5 h and zinc chloride (0.5 M solution in THF, 0.8 mL, 0.4 mmol) was added. After stirring for 1 h, 3-(5-((R)-2-tert-butoxycarbonylamino-1-phenylpropan-2-yl)-1,3,4-oxadiazol-2-yl)-5-bromo-N... The reactants are C(C1=CC=CC=C1)OC(=O)N1CCC(CC1)(O)CC1=CC=CC=C1 (4-benzyl-4-hydroxy-piperidine-1-carboxylic acid benzyl ester), N1=CC=CC=C1 (pyridine), Cl (HCl), O=S(Cl)Cl (SOCl2). Run in C(Cl)Cl (CH2Cl2). Conditions: temperature 0 celsius, time 30 minute. The product is C(C1=CC=CC=C1)OC(=O)N1CCC(=CC1)CC1=CC=CC=C1 (4-benzyl-3,6-dihydro-2H-pyridine-1-carboxylic acid benzyl ester). The yield is 95.9%. RXN SMILES: [CH2:1]([O:8][C:9]([N:11]1[CH2:16][CH2:15][C:14]([CH2:18][C:19]2[CH:24]=[CH:23][CH:22]=[CH:21][CH:20]=2)(O)[CH2:13][CH2:12]1)=[O:10])[C:2]1[CH:7]=[CH:6][CH:5]=[CH:4][CH:3]=1.N1C=CC=CC=1.O=S(Cl)Cl.Cl>C(Cl)Cl>[CH2:1]([O:8][C:9]([N:11]1[CH2:12][CH:13]=[C:14]([CH2:18][C:19]2[CH:24]=[CH:23][CH:22]=[CH:21][CH:20]=2)[CH2:15][CH2:16]1)=[O:10])[C:2]1[CH:3]=[CH:4][CH:5]=[CH:6][CH:7]=1. Procedure details: To a solution of 40.0 g (123 mmol) of 4-benzyl-4-hydroxy-piperidine-1-carboxylic acid benzyl ester in 250 ml CH2Cl2 were added 39.6 ml (492 mmol) pyridine and at 0° C. 17.8 ml (246 mmol) of SOCl2. The reaction mixture was stirred for 30 min. at 0° C. and then 250 ml of aqueous (2N) HCl were added. The aqueous phase was extracted twice with CH2Cl2 and the combined organic layers were washed with water, dried over MgSO4 and the solvent was removed under reduced pressure to give 36.3 g (118 mmol, 9... Starting materials: CC(C)OC(=O)/N=N/C(=O)OC(C)C (diisopropylazodicarboxylate), C1(=CC=CC=C1)P(C1=CC=CC=C1)C1=CC=CC=C1 (triphenylphosphine), C1(=CC=C(C=C1)O)C1=CC=CC=C1 (biphenyl-4-ol), CC=1OC=CC1CO ((2-methyl-furan-3-yl)-methanol). The solvent is C(C)OCC (diethyl ether). Yields the product C1(=CC=C(C=C1)OCC1=C(OC=C1)C)C1=CC=CC=C1 (3-(Biphenyl-4-yloxymethyl)-2-methyl-furan). The yield is 59.4%. RXN SMILES: [CH3:1][C:2]1[O:3][CH:4]=[CH:5][C:6]=1[CH2:7][OH:8].C1(P(C2C=CC=CC=2)C2C=CC=CC=2)C=CC=CC=1.[C:28]1([C:35]2[CH:40]=[CH:39][CH:38]=[CH:37][CH:36]=2)[CH:33]=[CH:32][C:31](O)=[CH:30][CH:29]=1.CC(OC(/N=N/C(OC(C)C)=O)=O)C>C(OCC)C>[C:28]1([C:35]2[CH:36]=[CH:37][CH:38]=[CH:39][CH:40]=2)[CH:33]=[CH:32][C:31]([O:8][CH2:7][C:6]2[CH:5]=[CH:4][O:3][C:2]=2[CH3:1])=[CH:30][CH:29]=1. Procedure details: A solution of (2-methyl-furan-3-yl)-methanol (1)(5.0 g) in diethyl ether (75 mL) was cooled to 0° C. with stirring and treated with triphenylphosphine (12.85 g) and biphenyl-4-ol (7.59 g). The resulting solution was then treated drop-wise with diisopropylazodicarboxylate (9.75 mL). After stirring for 10 minutes at 0° C. the reaction mixture was allowed to warm to room temperature and then stirred for a further 3 hours. The reaction mixture was then filtered and concentrated in vacuo. The residue...